From a dataset of the Open Reaction Database (ORD), a public repository of structured organic reaction records. describe an organic reaction: reactants, conditions, products, and yield Reactants: CSC=1NN=C(C(N1)=O)C1=CC=C(C=C1)F (3-methylthio-6-(p-fluorophenyl)-5-oxo-2,5-dihydro-1,2,4-triazine), [H-].[Na+] (sodium hydride), C1(=C(C(=CC(=C1)C)C)S(=O)(=O)NO)C (o-Mesitylenesulfonylhydroxylamine), resultant mixture, ice water, [H][H] (hydrogen). Solvent: CN(C=O)C (dimethylformamide). Reaction conditions: time 6 hour. The product is NN1N=C(C(N=C1SC)=O)C1=CC=C(C=C1)F (2-amino-3-methylthio-6-(p-fluorophenyl)-5-oxo-2,5-dihydro-1,2,4-triazine). Isolated yield 81.3%. RXN SMILES: [CH3:1][S:2][C:3]1[NH:4][N:5]=[C:6]([C:10]2[CH:15]=[CH:14][C:13]([F:16])=[CH:12][CH:11]=2)[C:7](=[O:9])[N:8]=1.[H-].[Na+].[H][H].C1(C)C=C(C)C=C(C)C=1S([NH:32]O)(=O)=O>CN(C)C=O>[NH2:32][N:4]1[C:3]([S:2][CH3:1])=[N:8][C:7](=[O:9])[C:6]([C:10]2[CH:15]=[CH:14][C:13]([F:16])=[CH:12][CH:11]=2)=[N:5]1 |f:1.2|. Procedure: To a solution of 3-methylthio-6-(p-fluorophenyl)-5-oxo-2,5-dihydro-1,2,4-triazine (2.5 g) in anhydrous dimethylformamide (50 ml), sodium hydride (50% dispersion, 0.5 g) was gradually added and stirred until the generation of hydrogen gas was not detected. o-Mesitylenesulfonylhydroxylamine (2.1 g) was added to the mixture, followed by stirring at room temperature for 6 hours. After completion of the reaction, the resultant mixture was poured into ice-water. The precipitated crystals were collecte... The reactants are N (NH3), CC1=CC=C(SC2=CC=C(CBr)C=C2)C=C1 (4-(4-methylthiophenoxy)benzylbromide), O (water). The solvent is CO (methanol), CO (methanol). Conditions: time 4 day. Product: CC1=CC=C(SC2=CC=C(CN)C=C2)C=C1 (4-(4-methylthiophenoxy)benzylamine). Yield: 53.0%. RXN SMILES: [NH3:1].[CH3:2][C:3]1[CH:17]=[CH:16][C:6]([S:7][C:8]2[CH:15]=[CH:14][C:11]([CH2:12]Br)=[CH:10][CH:9]=2)=[CH:5][CH:4]=1.O>CO>[CH3:2][C:3]1[CH:17]=[CH:16][C:6]([S:7][C:8]2[CH:15]=[CH:14][C:11]([CH2:12][NH2:1])=[CH:10][CH:9]=2)=[CH:5][CH:4]=1. Procedure details: To a stirred mixture of 28% aq NH3 (40 ml) and methanol (200 ml) was added dropwise a solution (20 ml) of 4-(4-methylthiophenoxy)benzylbromide (5.00 g, 16.2 mM) in methanol at room temperature, and the mixture was stirred for 4 days at the same temperature. To the mixture was added water (100 ml), and the mixture was concentrated in vacuo. The residue was diluted with chloroform, and the mixture was washed with water and brine, dried with sodium sulfate, and concentrated in vacuo. The residue wa... As a reaction SMILES: [Al+3:24].[Cl-:21].[Cl-:22].[Cl-:23].[Cl:1][C:2]([C:3]([Cl:4])=[O:5])=[O:6].[Cl:26][CH2:27][Cl:28].[ClH:25].[F:7][c:8]1[cH:9][c:10]([O:11][CH2:12][CH2:13][C:14](=[O:15])[OH:16])[cH:17][c:18]([F:20])[cH:19]1.[O:29]=[CH:30][N:31]([CH3:32])[CH3:33]>>[F:7][c:8]1[cH:9][c:10]2[c:17]([c:18]([F:20])[cH:19]1)[C:14](=[O:16])[CH2:13][CH2:12][O:11]2. Product: O=C1CCOc2cc(F)cc(F)c21. The reactants are [Al+3], [Cl-], [Cl-], [Cl-], O=C(Cl)C(=O)Cl, ClCCl, Cl, O=C(O)CCOc1cc(F)cc(F)c1, CN(C)C=O. Yields the product ClCC=1N=C(SC1)C=1C=C2C3=C(NC2=CC1)N(C(C(=C3)C3=C(C=C(C=C3)Cl)Cl)=O)C (6-(4-Chloromethylthiazol-2-yl)-3-(2,4-dichlorophenyl)-1-methyl-1,9-dihydropyrido[2,3-b]indol-2-one). Reaction SMILES: [Cl:1][C:2]1[CH:7]=[C:6]([Cl:8])[CH:5]=[CH:4][C:3]=1[C:9]1[C:24](=[O:25])[N:23]([CH3:26])[C:12]2[NH:13][C:14]3[C:19]([C:11]=2[CH:10]=1)=[CH:18][C:17]([C:20](=[S:22])[NH2:21])=[CH:16][CH:15]=3.[Cl:27][CH2:28][C:29]([CH2:31]Cl)=O>>[Cl:27][CH2:28][C:29]1[N:21]=[C:20]([C:17]2[CH:18]=[C:19]3[C:14](=[CH:15][CH:16]=2)[NH:13][C:12]2[N:23]([CH3:26])[C:24](=[O:25])[C:9]([C:3]4[CH:4]=[CH:5][C:6]([Cl:8])=[CH:7][C:2]=4[Cl:1])=[CH:10][C:11]3=2)[S:22][CH:31]=1. Starting materials: compound A, ClC1=C(C=CC(=C1)Cl)C1=CC2=C(NC3=CC=C(C=C23)C(N)=S)N(C1=O)C (3-(2,4-dichlorophenyl)-1-methyl-2-oxo-2,9-dihydro-1H-pyrido[2,3-b]indole-6-carbothioic acid amide), ClCC(=O)CCl (1,3-dichloroacetone). Procedure: The process is carried out as in Example 75, with compound A: 3-(2,4-dichlorophenyl)-1-methyl-2-oxo-2,9-dihydro-1H-pyrido[2,3-b]indole-6-carbothioic acid amide and 1,3-dichloroacetone.